From a dataset of the Open Reaction Database (ORD), a public repository of structured organic reaction records. describe an organic reaction: reactants, conditions, products, and yield The reactants are O=C1[C@H]([C@@H](CCC[C@H](CN2C(C=3C(C2=O)=CC=CC3)=O)C)C)[C@]3(CC[C@@H]2[C@]4(CC[C@@H](CC4=CC[C@H]2[C@@H]3C1)O)C)C ((25R)-16-oxo-26-phthalimidocholesterol), O.NN (hydrazine monohydrate), [OH-].[K+] (potassium hydroxide), C(COCCOCCO)O (triethylene glycol). The solvent is O (water). Conditions: temperature 150 celsius. Yields the product NC[C@H](C)CCC[C@@H](C)[C@H]1CC[C@H]2[C@@H]3CC=C4C[C@@H](O)CC[C@]4(C)[C@H]3CC[C@]12C ((25R)-26-aminocholesterol). The yield is 64.1%. RXN SMILES: O=[C:2]1[CH2:37][C@@H:36]2[C@:23]([CH3:40])([CH2:24][CH2:25][C@H:26]3[C@H:35]2[CH2:34][CH:33]=[C:32]2[C@:27]3([CH3:39])[CH2:28][CH2:29][C@H:30]([OH:38])[CH2:31]2)[C@H:3]1[C@H:4]([CH3:22])[CH2:5][CH2:6][CH2:7][C@@H:8]([CH3:21])[CH2:9][N:10]1C(=O)C2=CC=CC=C2C1=O.O.NN.[OH-].[K+].C(O)COCCOCCO>O>[NH2:10][CH2:9][C@@H:8]([CH2:7][CH2:6][CH2:5][C@H:4]([C@@H:3]1[C@:23]2([CH3:40])[C@H:36]([C@H:35]3[C@H:26]([CH2:25][CH2:24]2)[C@:27]2([CH3:39])[C:32]([CH2:31][C@H:30]([CH2:29][CH2:28]2)[OH:38])=[CH:33][CH2:34]3)[CH2:37][CH2:2]1)[CH3:22])[CH3:21] |f:1.2,3.4|. Procedure: A mixture of (25R)-16-oxo-26-phthalimidocholesterol (5) (0.70 g, 1.32 mmoles), hydrazine monohydrate (5 ml, 102.8 mmoles), potassium hydroxide (2.85 g, 50.8 mmoles) and triethylene glycol (20 ml) was heated to 150° C. for 30 minutes, then heated to 200° C. over 2 hours during which time water vapor distilled out of the mixture. The reaction mixture was maintained at this temperature for about 16 hours, under nitrogen, until the reaction was complete as determined by thin layer chromatography. Th...